The task is: describe an organic reaction: reactants, conditions, products, and yield. This data is from the Open Reaction Database (ORD), a public repository of structured organic reaction records. The reactants are CC(=O)Nc1ccc(N(Cc2cccc(C#N)c2)C2CCN(C(C)CCNC(=O)c3c(C)ncnc3C)CC2)cc1, CO, Cl. Product: Cc1ncnc(C)c1C(=O)NCCC(C)N1CCC(N(Cc2cccc(C#N)c2)c2ccc(N)cc2)CC1. Reaction SMILES: [C:1](=[O:2])([CH3:3])[NH:4][c:5]1[cH:6][cH:7][c:8]([N:11]([CH:12]2[CH2:13][CH2:14][N:15]([CH:18]([CH2:19][CH2:20][NH:21][C:22](=[O:23])[c:24]3[c:25]([CH3:31])[n:26][cH:27][n:28][c:29]3[CH3:30])[CH3:32])[CH2:16][CH2:17]2)[CH2:33][c:34]2[cH:35][c:36]([C:40]#[N:41])[cH:37][cH:38][cH:39]2)[cH:9][cH:10]1.[CH3:43][OH:44].[ClH:42]>>[NH2:4][c:5]1[cH:6][cH:7][c:8]([N:11]([CH:12]2[CH2:13][CH2:14][N:15]([CH:18]([CH2:19][CH2:20][NH:21][C:22](=[O:23])[c:24]3[c:25]([CH3:31])[n:26][cH:27][n:28][c:29]3[CH3:30])[CH3:32])[CH2:16][CH2:17]2)[CH2:33][c:34]2[cH:35][c:36]([C:40]#[N:41])[cH:37][cH:38][cH:39]2)[cH:9][cH:10]1. The reactants are CI, CN(C)C=O, CS(=O)(=O)c1ccc(Oc2c(Cl)cc(N3NCC(=O)NC3=O)cc2Cl)cc1, [H-], [Na+]. Yields the product CN1C(=O)CNN(c2cc(Cl)c(Oc3ccc(S(C)(=O)=O)cc3)c(Cl)c2)C1=O. RXN SMILES: [CH3:30][I:31].[CH3:32][N:33]([CH3:34])[CH:35]=[O:36].[Cl:1][c:2]1[cH:3][c:4]([N:20]2[NH:21][CH2:22][C:23](=[O:27])[NH:24][C:25]2=[O:26])[cH:5][c:6]([Cl:19])[c:7]1[O:8][c:9]1[cH:10][cH:11][c:12]([S:15](=[O:16])(=[O:17])[CH3:18])[cH:13][cH:14]1.[H-:28].[Na+:29]>>[Cl:1][c:2]1[cH:3][c:4]([N:20]2[NH:21][CH2:22][C:23](=[O:27])[N:24]([CH3:30])[C:25]2=[O:26])[cH:5][c:6]([Cl:19])[c:7]1[O:8][c:9]1[cH:10][cH:11][c:12]([S:15](=[O:16])(=[O:17])[CH3:18])[cH:13][cH:14]1. Starting materials: C=C(C)c1cc(C#N)cc2nc(-c3ccc(NC(=O)CN4CCN(c5ccc(C(F)(F)F)cc5)CC4)cc3)oc12, Cc1cc(C#N)cc2nc(-c3ccc(N)cc3)oc12. Yields the product CC(C)c1cc(C#N)cc2nc(-c3ccc(NC(=O)CN4CCN(c5ccc(C(F)(F)F)cc5)CC4)cc3)oc12. As a reaction SMILES: [C:1](#[N:2])[c:3]1[cH:4][c:5]([C:38](=[CH2:39])[CH3:40])[c:6]2[c:7]([n:8][c:9](-[c:11]3[cH:12][cH:13][c:14]([NH:17][C:18]([CH2:19][N:20]4[CH2:21][CH2:22][N:23]([c:26]5[cH:27][cH:28][c:29]([C:32]([F:33])([F:34])[F:35])[cH:30][cH:31]5)[CH2:24][CH2:25]4)=[O:36])[cH:15][cH:16]3)[o:10]2)[cH:37]1.[NH2:41][c:42]1[cH:43][cH:44][c:45](-[c:46]2[o:47][c:48]3[c:49]([CH3:50])[cH:51][c:52]([C:53]#[N:54])[cH:55][c:56]3[n:57]2)[cH:58][cH:59]1>>[C:1](#[N:2])[c:3]1[cH:4][c:5]([CH:38]([CH3:39])[CH3:40])[c:6]2[c:7]([n:8][c:9](-[c:11]3[cH:12][cH:13][c:14]([NH:17][C:18]([CH2:19][N:20]4[CH2:21][CH2:22][N:23]([c:26]5[cH:27][cH:28][c:29]([C:32]([F:33])([F:34])[F:35])[cH:30][cH:31]5)[CH2:24][CH2:25]4)=[O:36])[cH:15][cH:16]3)[o:10]2)[cH:37]1. The reactants are COCCOCOCCn1ccc2c(C(=O)OC)cccc21, CO, [Na+], [OH-]. As a reaction SMILES: [CH3:1][O:2][C:3](=[O:4])[c:5]1[c:6]2[cH:7][cH:8][n:9]([CH2:14][CH2:15][O:16][CH2:17][O:18][CH2:19][CH2:20][O:21][CH3:22])[c:10]2[cH:11][cH:12][cH:13]1.[CH3:25][OH:26].[Na+:24].[OH-:23]>>[O:2]=[C:3]([OH:4])[c:5]1[c:6]2[cH:7][cH:8][n:9]([CH2:14][CH2:15][O:16][CH2:17][O:18][CH2:19][CH2:20][O:21][CH3:22])[c:10]2[cH:11][cH:12][cH:13]1. Product: COCCOCOCCn1ccc2c(C(=O)O)cccc21. Starting materials: C(#N)C1(CC1)NC(=O)[C@@H]1[C@H](C[C@H](C1)S(=O)(=O)C1=C(C=C(C=C1)Br)C(F)(F)F)OC ((1S,2S,4S)-4-(4-Bromo-2-trifluoromethyl-benzenesulfonyl)-2-methoxy-cyclopentanecarboxylic acid (1-cyano-cyclopropyl)-amide). The solvent is CCCCCCC.C(C)(C)O (heptane isopropanol). The product is C(#N)C1(CC1)NC(=O)[C@H]1[C@@H](C[C@@H](C1)S(=O)(=O)C1=C(C=C(C=C1)Br)C(F)(F)F)OC ((1R,2R,4R)-4-(4-Bromo-2-trifluoromethyl-benzenesulfonyl)-2-methoxy-cyclopentanecarboxylic acid (1-cyano-cyclopropyl)-amide). RXN SMILES: [C:1]([C:3]1([NH:6][C:7]([C@H:9]2[CH2:13][C@H:12]([S:14]([C:17]3[CH:22]=[CH:21][C:20]([Br:23])=[CH:19][C:18]=3[C:24]([F:27])([F:26])[F:25])(=[O:16])=[O:15])[CH2:11][C@@H:10]2[O:28][CH3:29])=[O:8])[CH2:5][CH2:4]1)#[N:2]>CCCCCCC.C(O)(C)C>[C:1]([C:3]1([NH:6][C:7]([C@@H:9]2[CH2:13][C@@H:12]([S:14]([C:17]3[CH:22]=[CH:21][C:20]([Br:23])=[CH:19][C:18]=3[C:24]([F:27])([F:25])[F:26])(=[O:16])=[O:15])[CH2:11][C@H:10]2[O:28][CH3:29])=[O:8])[CH2:4][CH2:5]1)#[N:2] |f:1.2|. Procedure details: Racemic (1R,2R,4R) and (1S,2S,4S)-4-(4-bromo-2-trifluoromethyl-benzenesulfonyl)-2-methoxy-cyclopentanecarboxylic acid (1-cyano-cyclopropyl)-amide (example 58) was subjected to chiral preparative HPLC on Chiralpak AD using heptane/isopropanol 75:25 as eluant. The title compound was eluated as the second peak. MS (EI): 495.1 (M+H)+. The reactants are O=C1CCC(=O)N1Br, O=C([O-])O, Cc1cccc(-c2nn3ccccc3c2C(=O)O)n1, [Na+], CN(C)C=O, O. Yields the product Cc1cccc(-c2nn3ccccc3c2Br)n1. As a reaction SMILES: [Br:25][N:26]1[C:27](=[O:28])[CH2:29][CH2:30][C:31]1=[O:32].[C:20](=[O:21])([OH:22])[O-:23].[CH3:1][c:2]1[cH:3][cH:4][cH:5][c:6](-[c:8]2[n:9][n:10]3[c:11]([cH:12][cH:13][cH:14][cH:15]3)[c:16]2[C:17]([OH:18])=[O:19])[n:7]1.[Na+:24].[O:33]=[CH:34][N:35]([CH3:36])[CH3:37].[OH2:38]>>[CH3:1][c:2]1[cH:3][cH:4][cH:5][c:6](-[c:8]2[n:9][n:10]3[c:11]([cH:12][cH:13][cH:14][cH:15]3)[c:16]2[Br:25])[n:7]1. Reactants: FC(C(=O)NC1=NN(C(C1)C1=CC=C(C=C1)C)C1=CC=C(C=C1)C(C(F)(F)F)=O)(F)F (2,2,2-Trifluoro-N-[5-p-tolyl-1-(p-trifluoroacetylphenyl)-2-pyrazolin-3-yl]acetamide), C(CC)(=O)OC(CC)=O (propionic anhydride). Reagents/catalysts: CN(C1=CC=NC=C1)C (4-dimethylaminopyridine). Run in O (water). Yields the product C1(=CC=CC=C1)N1N=C(CC1C1=CC=C(C=C1)C)NC(CC)=O (N-(1-Phenyl-5-p-tolyl-2-pyrazolin-3-yl)propionamide). Reaction SMILES: F[C:2](F)(F)[C:3]([NH:5][C:6]1[CH2:10][CH:9]([C:11]2[CH:16]=[CH:15][C:14]([CH3:17])=[CH:13][CH:12]=2)[N:8]([C:18]2[CH:23]=[CH:22][C:21](C(=O)C(F)(F)F)=[CH:20][CH:19]=2)[N:7]=1)=[O:4].[C:32](OC(=O)CC)(=O)CC>CN(C)C1C=CN=CC=1.O>[C:18]1([N:8]2[CH:9]([C:11]3[CH:12]=[CH:13][C:14]([CH3:17])=[CH:15][CH:16]=3)[CH2:10][C:6]([NH:5][C:3](=[O:4])[CH2:2][CH3:32])=[N:7]2)[CH:23]=[CH:22][CH:21]=[CH:20][CH:19]=1. Procedure: A mixture of 4.5 g. of 3-amino-1-phenyl-5-p-tolyl-2-pyrazoline (prepared in Example 3), 20.0 ml. of propionic anhydride and 200 mg. of 4-dimethylaminopyridine is heated on a steam bath for 2 hours. The reaction mixture is cooled to room temperature then water is added to separate a solid. The solid is collected then is dissolved in dichloromethane. The solution is passed through a short column of a hydrous magnesium silicate. The effluent is heated to reflux and hexane is added until turbidity a... Starting materials: O=C([O-])O, Clc1ccc2ncnn2n1, NCC(O)CN1CCC(OC(c2ccccc2)c2ccccc2)CC1, [Na+]. Product: OC(CNc1ccc2ncnn2n1)CN1CCC(OC(c2ccccc2)c2ccccc2)CC1. RXN SMILES: [C:36](=[O:37])([OH:38])[O-:39].[Cl:26][c:27]1[cH:28][cH:29][c:30]2[n:31]([n:32]1)[n:33][cH:34][n:35]2.[NH2:1][CH2:2][CH:3]([CH2:4][N:5]1[CH2:6][CH2:7][CH:8]([O:11][CH:12]([c:13]2[cH:14][cH:15][cH:16][cH:17][cH:18]2)[c:19]2[cH:20][cH:21][cH:22][cH:23][cH:24]2)[CH2:9][CH2:10]1)[OH:25].[Na+:40]>>[NH:1]([CH2:2][CH:3]([CH2:4][N:5]1[CH2:6][CH2:7][CH:8]([O:11][CH:12]([c:13]2[cH:14][cH:15][cH:16][cH:17][cH:18]2)[c:19]2[cH:20][cH:21][cH:22][cH:23][cH:24]2)[CH2:9][CH2:10]1)[OH:25])[c:27]1[cH:28][cH:29][c:30]2[n:31]([n:32]1)[n:33][cH:34][n:35]2.